Dataset: the Open Reaction Database (ORD), a public repository of structured organic reaction records. Task: describe an organic reaction: reactants, conditions, products, and yield Starting materials: ClC=1C=C(C=C(C1C[C@H]1C(N(CC1)N1CCC(CC1)O[Si](C(C)C)(C(C)C)C(C)C)=O)Cl)C1=CC=C(C=C1)C(=O)O ((R)-3′,5′-dichloro-4′-[2-oxo-1-(4-triisopropylsilanyloxy-piperidin-1-yl)-pyrrolidin-3-ylmethyl]-biphenyl-4-carboxylic acid), C(=O)(N1C=NC=C1)N1C=NC=C1 (1,1′-carbonyldiimidazole), C(C)(=O)OCC (ethyl acetate), N1CCOCC1 (morpholine). Run in C(Cl)Cl (CH2Cl2), hexanes. Conditions: time 1 hour. The product is ClC=1C=C(C=C(C1C[C@H]1C(N(CC1)N1CCC(CC1)O[Si](C(C)C)(C(C)C)C(C)C)=O)Cl)C1=CC=C(C=C1)C(=O)N1CCOCC1 ((R)-3-[3,5-Dichloro-4′-(morpholine-4-carbonyl)-biphenyl-4-ylmethyl]-1-(4-triisopropylsilanyloxy-piperidin-1-yl)-pyrrolidin-2-one). Yield: 90.7%. As a reaction SMILES: [Cl:1][C:2]1[CH:3]=[C:4]([C:33]2[CH:38]=[CH:37][C:36]([C:39]([OH:41])=O)=[CH:35][CH:34]=2)[CH:5]=[C:6]([Cl:32])[C:7]=1[CH2:8][C@@H:9]1[CH2:13][CH2:12][N:11]([N:14]2[CH2:19][CH2:18][CH:17]([O:20][Si:21]([CH:28]([CH3:30])[CH3:29])([CH:25]([CH3:27])[CH3:26])[CH:22]([CH3:24])[CH3:23])[CH2:16][CH2:15]2)[C:10]1=[O:31].C(N1C=CN=C1)(N1C=CN=C1)=O.[NH:54]1[CH2:59][CH2:58][O:57][CH2:56][CH2:55]1.C(OCC)(=O)C>C(Cl)Cl>[Cl:32][C:6]1[CH:5]=[C:4]([C:33]2[CH:34]=[CH:35][C:36]([C:39]([N:54]3[CH2:59][CH2:58][O:57][CH2:56][CH2:55]3)=[O:41])=[CH:37][CH:38]=2)[CH:3]=[C:2]([Cl:1])[C:7]=1[CH2:8][C@@H:9]1[CH2:13][CH2:12][N:11]([N:14]2[CH2:15][CH2:16][CH:17]([O:20][Si:21]([CH:25]([CH3:26])[CH3:27])([CH:22]([CH3:24])[CH3:23])[CH:28]([CH3:29])[CH3:30])[CH2:18][CH2:19]2)[C:10]1=[O:31]. Procedure details: Treat a solution of (R)-3′,5′-dichloro-4′-[2-oxo-1-(4-triisopropylsilanyloxy-piperidin-1-yl)-pyrrolidin-3-ylmethyl]-biphenyl-4-carboxylic acid (0.2 g, 0.32 mmol) in CH2Cl2 (15 mL) with 1,1′-carbonyldiimidazole (0.10 g, 0.65 mmol) and stir for 1 hour at room temperature. Treat the reaction with morpholine (0.06 g, 0.65 mmol) and stir for 12 hours at room temperature. Load the mixture on silica gel column and flash with 25% to 35% ethyl acetate in hexanes to afford 0.20 g (90%) of the title compou... Starting materials: C1(=CC=C(C=C1)S(=O)(=O)Cl)C (Para-toluensulfonyl chloride), ClC=1C=C(C(=O)OO)C=CC1 (3-Chloroperoxybenzoic acid), C(C)(C)(C)OC(NCCCN1C(=NC=2C=NC=3C=CC=CC3C21)CCl)=O (tert-butyl[3-(2-chloromethyl-1H-imidazo[4,5-c]quinolin-1-yl)propyl]carbamate), [OH-].[NH4+] (Ammonium hydroxide), C1(=CC=C(C=C1)S(=O)(=O)Cl)C (para-toluensulfonyl chloride). Run in ClCCl (dichloromethane), C(Cl)(Cl)Cl (chloroform). Reaction conditions: time 8 hour. Yields the product C(C)(C)(C)OC(NCCCN1C(=NC=2C(=NC=3C=CC=CC3C21)N)CCl)=O (tert-butyl[3-(4-amino-2-chloromethyl-1H-imidazo[4,5-c]quinolin-1-yl)propyl]carbamate). RXN SMILES: ClC1C=C(C=CC=1)C(OO)=O.[C:12]([O:16][C:17](=[O:37])[NH:18][CH2:19][CH2:20][CH2:21][N:22]1[C:34]2[C:33]3[CH:32]=[CH:31][CH:30]=[CH:29][C:28]=3[N:27]=[CH:26][C:25]=2[N:24]=[C:23]1[CH2:35][Cl:36])([CH3:15])([CH3:14])[CH3:13].[OH-].[NH4+:39].C1(C)C=CC(S(Cl)(=O)=O)=CC=1>C(Cl)(Cl)Cl.ClCCl>[C:12]([O:16][C:17](=[O:37])[NH:18][CH2:19][CH2:20][CH2:21][N:22]1[C:34]2[C:33]3[CH:32]=[CH:31][CH:30]=[CH:29][C:28]=3[N:27]=[C:26]([NH2:39])[C:25]=2[N:24]=[C:23]1[CH2:35][Cl:36])([CH3:15])([CH3:13])[CH3:14] |f:2.3|. Reported procedure: 3-Chloroperoxybenzoic acid (13.3 g of 77% max, 59.4 eq.) was added in portions over a period of 5 minutes to a solution of tert-butyl[3-(2-chloromethyl-1H-imidazo[4,5-c]quinolin-1-yl)propyl]carbamate (8.9 g, 23.7 mmol) in chloroform (200 mL). The reaction mixture was allowed to stir at ambient temperature overnight. Ammonium hydroxide (50 mL) was added and the reaction mixture was stirred vigorously. Para-toluensulfonyl chloride (5.43 g, 28.5 mmol) was added over a period of 5 minutes. The react...